From a dataset of the Open Reaction Database (ORD), a public repository of structured organic reaction records. describe an organic reaction: reactants, conditions, products, and yield Starting materials: CCOC(C)=O, CCOC(=O)c1ccc([N+](=O)[O-])c(F)c1, NCc1ccccc1, CN(C)C=O. Product: CCOC(=O)c1ccc([N+](=O)[O-])c(NCc2ccccc2)c1. RXN SMILES: [CH3:29][CH2:30][O:31][C:32](=[O:33])[CH3:34].[F:9][c:10]1[cH:11][c:12]([C:13](=[O:14])[O:15][CH2:16][CH3:17])[cH:18][cH:19][c:20]1[N+:21](=[O:22])[O-:23].[NH2:1][CH2:2][c:3]1[cH:4][cH:5][cH:6][cH:7][cH:8]1.[O:24]=[CH:25][N:26]([CH3:27])[CH3:28]>>[NH:1]([CH2:2][c:3]1[cH:4][cH:5][cH:6][cH:7][cH:8]1)[c:10]1[cH:11][c:12]([C:13](=[O:14])[O:15][CH2:16][CH3:17])[cH:18][cH:19][c:20]1[N+:21](=[O:22])[O-:23]. The reactants are CC1(C)N=C(Oc2cc[nH]c(=O)c2)c2cc(C#N)ccc2O1, COS(=O)(=O)OC, CC(C)=O, [K+], [K+], O=C([O-])[O-]. Product: Cn1ccc(OC2=NC(C)(C)Oc3ccc(C#N)cc32)cc1=O. RXN SMILES: [CH3:1][C:2]1([CH3:22])[O:3][c:4]2[c:5]([cH:16][c:17]([C:20]#[N:21])[cH:18][cH:19]2)[C:6]([O:8][c:9]2[cH:10][c:11](=[O:15])[nH:12][cH:13][cH:14]2)=[N:7]1.[CH3:29][O:30][S:31]([O:32][CH3:33])(=[O:34])=[O:35].[CH3:36][C:37](=[O:38])[CH3:39].[K+:23].[K+:24].[O-:25][C:26]([O-:27])=[O:28]>>[CH3:1][C:2]1([CH3:22])[O:3][c:4]2[c:5]([cH:16][c:17]([C:20]#[N:21])[cH:18][cH:19]2)[C:6]([O:8][c:9]2[cH:10][c:11](=[O:15])[n:12]([CH3:26])[cH:13][cH:14]2)=[N:7]1. The reactants are N1C(=NC2=C1C=CC=C2)CN(C2CCCC=1C=CC=NC21)C2CCNCC2 ((1H-benzimidazol-2-ylmethyl)-piperidin-4-yl-(5,6,7,8-tetrahydroquinolin-8-yl)-amine), C[Si](C)(C)N=C=O (trimethylsilylisocyanate). Run in C(C)(C)O (isopropanol). Reaction conditions: time 20 hour. The product is N1C(=NC2=C1C=CC=C2)CN(C2CCN(CC2)C(=O)N)C2CCCC=1C=CC=NC21 (4-[(1H-benzimidazol-2-ylmethyl)-(5,6,7,8-tetrahydroquinolin-8-yl)-amino]-piperidine-1-carboxylic Acid Amide). Reaction SMILES: [NH:1]1[C:5]2[CH:6]=[CH:7][CH:8]=[CH:9][C:4]=2[N:3]=[C:2]1[CH2:10][N:11]([CH:22]1[CH2:27][CH2:26][NH:25][CH2:24][CH2:23]1)[CH:12]1[C:21]2[N:20]=[CH:19][CH:18]=[CH:17][C:16]=2[CH2:15][CH2:14][CH2:13]1.C[Si]([N:32]=[C:33]=[O:34])(C)C>C(O)(C)C>[NH:1]1[C:5]2[CH:6]=[CH:7][CH:8]=[CH:9][C:4]=2[N:3]=[C:2]1[CH2:10][N:11]([CH:12]1[C:21]2[N:20]=[CH:19][CH:18]=[CH:17][C:16]=2[CH2:15][CH2:14][CH2:13]1)[CH:22]1[CH2:27][CH2:26][N:25]([C:33]([NH2:32])=[O:34])[CH2:24][CH2:23]1. Reported procedure: A solution of (1H-benzimidazol-2-ylmethyl)-piperidin-4-yl-(5,6,7,8-tetrahydroquinolin-8-yl)-amine (0.16 g, 0.43 mmol) in isopropanol (3 mL) was treated with trimethylsilylisocyanate (81 μL, 0.60 mmol) at room temperature. The reaction was stirred 20 hours and concentrated under reduced pressure. This afforded, after column chromatography with silica gel (5:0.5:94.5 MeOH:NH4OH:CH2Cl2), 4-[(1H-benzimidazol-2-ylmethyl)-(5,6,7,8-tetrahydroquinolin-8-yl)-amino]-piperidine-1-carboxylic acid amide (112...